From a dataset of the Open Reaction Database (ORD), a public repository of structured organic reaction records. describe an organic reaction: reactants, conditions, products, and yield The product is ClC1=C(C(=NN1C1=CC=CC=C1)C1=CC=C(C=C1)Cl)CC(=O)O (5-Chloro-3-p-chlorophenyl-1-phenylpyrazole-4-acetic acid). Starting materials: N(=O)[O-].[Na+] (sodium nitrite), O (water), ClC1=C(C(=NN1C1=CC=CC=C1)C1=CC=C(C=C1)Cl)CC(=O)N (5-chloro-3-p-chlorophenyl-1-phenyl-pyrazole-4-acetamide). RXN SMILES: [Cl:1][C:2]1[N:6]([C:7]2[CH:12]=[CH:11][CH:10]=[CH:9][CH:8]=2)[N:5]=[C:4]([C:13]2[CH:18]=[CH:17][C:16]([Cl:19])=[CH:15][CH:14]=2)[C:3]=1[CH2:20][C:21](N)=[O:22].N([O-])=[O:25].[Na+].O>S(=O)(=O)(O)O>[Cl:1][C:2]1[N:6]([C:7]2[CH:12]=[CH:11][CH:10]=[CH:9][CH:8]=2)[N:5]=[C:4]([C:13]2[CH:18]=[CH:17][C:16]([Cl:19])=[CH:15][CH:14]=2)[C:3]=1[CH2:20][C:21]([OH:22])=[O:25] |f:1.2|. Procedure: 3.5 g of 5-chloro-3-p-chlorophenyl-1-phenyl-pyrazole-4-acetamide are dissolved in 15 ml of 90 % sulfuric acid and while stirring at 20° to 30° a solution of 0.7 g sodium nitrite in a little water is passed dropwise under the surface. Gentle heating is carried out until the evolution of gas is terminated and the mixture is then poured on to an ice and water mixture. 5-Chloro-3-p-chlorophenyl-1-phenylpyrazole-4-acetic acid is produced; F 179.5°-181°. Solvent: S(O)(O)(=O)=O (sulfuric acid). Reactants: N1C=CC2=CC=CC=C12 (indole), C(=O)(OC(C)(C)C)N1C2=CC=C(C=C2C=2C=C3C(=C(C12)O)N(C=1C=CC(=CC13)Cl)C(=O)OC(C)(C)C)Cl (5,7-diBOC-2,10-dichloro-6-hydroxyindolo[2,3-b]carbazole), (R)-tent-butyl 3-hydroxypyrrolidine-1-carboxylate. The product is ClC=1C=C2C=3C=C4C(=C(C3NC2=CC1)O[C@H]1CNCC1)NC=1C=CC(=CC14)Cl ((R)-2,10-dichloro-6-(pyrrolidin-3-yloxy)-5,7-dihydroindolo[2,3-b]carbazole). Reaction SMILES: [NH:1]1[C:9]2[C:4](=CC=CC=2)[CH:3]=[CH:2]1.C([N:17]1[C:29]2[C:28]([OH:30])=[C:27]3[N:31](C(OC(C)(C)C)=O)[C:32]4[CH:33]=[CH:34][C:35]([Cl:38])=[CH:36][C:37]=4[C:26]3=[CH:25][C:24]=2[C:23]2[C:18]1=[CH:19][CH:20]=[C:21]([Cl:46])[CH:22]=2)(OC(C)(C)C)=O>>[Cl:38][C:35]1[CH:36]=[C:37]2[C:32](=[CH:33][CH:34]=1)[NH:31][C:27]1[C:28]([O:30][C@@H:3]3[CH2:4][CH2:9][NH:1][CH2:2]3)=[C:29]3[NH:17][C:18]4[CH:19]=[CH:20][C:21]([Cl:46])=[CH:22][C:23]=4[C:24]3=[CH:25][C:26]2=1. Procedure: The title compound was prepared in a manner analogous to Example 28 except the starting indole is 5,7-diBOC-2,10-dichloro-6-hydroxyindolo[2,3-b]carbazole and the reagent is (R)-tent-butyl 3-hydroxypyrrolidine-1-carboxylate. 1H-NMR (400 MHz, CD3OD) δ ppm 8.51 (s, 1H), 8.14-8.11 (m, 2H), 7.44 (dd, J=8.4, 0.6 Hz, 2H), 7.31 (dd, J=8.4, 2.2 Hz, 2H), 5.41 (t, J=4.6 Hz, 1H), 3.91-3.72 (m, 2H), 3.56-3.45 (m, 2H), 2.48-2.40 (m, 1H), 1.28-1.16 (m, 1H); MS (ESI) m/z 408.2 (M−H)−; MS (ESI) m/z 410.1 (M+H)+ The reactants are CCSC(=S)c1cccc(Cl)c1CCc1cc(Br)ccc1OC, NC1CCCCC1N, O. Product: COc1ccc(Br)cc1CCc1c(Cl)cccc1C1=NC2CCCCC2N1. Reaction SMILES: [CH2:1]([S:2][C:4](=[S:3])[c:5]1[c:6]([CH2:12][CH2:13][c:14]2[c:15]([O:21][CH3:22])[cH:16][cH:17][c:18]([Br:20])[cH:19]2)[c:7]([Cl:11])[cH:8][cH:9][cH:10]1)[CH3:23].[NH2:24][CH:25]1[CH:26]([NH2:31])[CH2:27][CH2:28][CH2:29][CH2:30]1.[OH2:32]>>[C:4]1([c:5]2[c:6]([CH2:12][CH2:13][c:14]3[c:15]([O:21][CH3:22])[cH:16][cH:17][c:18]([Br:20])[cH:19]3)[c:7]([Cl:11])[cH:8][cH:9][cH:10]2)=[N:24][CH:25]2[CH:26]([CH2:27][CH2:28][CH2:29][CH2:30]2)[NH:31]1. Reactants: CC(C)(CC=CC(=O)O)NC(=O)OC(C)(C)C, CCN(C(C)C)C(C)C, CCN=C=NCCCN(C)C, CN(C)C=O, CCOC(C)=O, ClCCl, Cl, On1nnc2cccnc21, CNC(Cc1ccc2ccccc2c1)C(=O)N(C)CCc1ccccc1OCCO. The product is CN(CCc1ccccc1OCCO)C(=O)C(Cc1ccc2ccccc2c1)N(C)C(=O)C=CCC(C)(C)NC(=O)OC(C)(C)C. As a reaction SMILES: [C:13]([CH3:14])([CH3:15])([CH3:16])[O:17][C:18](=[O:19])[NH:20][C:21]([CH2:22][CH:23]=[CH:24][C:25](=[O:26])[OH:27])([CH3:28])[CH3:29].[CH2:70]([N:71]([CH:72]([CH3:73])[CH3:74])[CH:75]([CH3:76])[CH3:77])[CH3:78].[CH3:2][N:3]([CH3:4])[CH2:5][CH2:6][CH2:7][N:8]=[C:9]=[N:10][CH2:11][CH3:12].[CH3:79][N:80]([CH3:81])[CH:82]=[O:83].[CH3:87][CH2:88][O:89][C:90](=[O:91])[CH3:92].[Cl:84][CH2:85][Cl:86].[ClH:1].[OH:30][n:31]1[c:32]2[n:33][cH:34][cH:35][cH:36][c:37]2[n:38][n:39]1.[OH:40][CH2:41][CH2:42][O:43][c:44]1[c:45]([CH2:50][CH2:51][N:52]([C:53]([CH:54]([CH2:55][c:56]2[cH:57][c:58]3[cH:59][cH:60][cH:61][cH:62][c:63]3[cH:64][cH:65]2)[NH:66][CH3:67])=[O:68])[CH3:69])[cH:46][cH:47][cH:48][cH:49]1>>[C:13]([CH3:14])([CH3:15])([CH3:16])[O:17][C:18](=[O:19])[NH:20][C:21]([CH2:22][CH:23]=[CH:24][C:25](=[O:27])[N:66]([CH:54]([C:53]([N:52]([CH2:51][CH2:50][c:45]1[c:44]([O:43][CH2:42][CH2:41][OH:40])[cH:49][cH:48][cH:47][cH:46]1)[CH3:69])=[O:68])[CH2:55][c:56]1[cH:57][c:58]2[cH:59][cH:60][cH:61][cH:62][c:63]2[cH:64][cH:65]1)[CH3:67])([CH3:28])[CH3:29]. Starting materials: N1=CNC2=C1C=CC(=C2)N (benzimidazol-5-amine), [OH-].[Na+] (NaOH), ClC1=CC=C(C=O)C=C1 (4-chlorobenzaldehyde), [BH4-].[Na+] (NaBH4). Yields the product ClC1=CC=C(CNC2=CC3=C(N=CN3)C=C2)C=C1 (N-(4-Chlorobenzyl)-3H-benzo[d]imidazol-5-amine). Reaction SMILES: [N:1]1[C:5]2[CH:6]=[CH:7][C:8]([NH2:10])=[CH:9][C:4]=2[NH:3][CH:2]=1.[Cl:11][C:12]1[CH:19]=[CH:18][C:15]([CH:16]=O)=[CH:14][CH:13]=1.[BH4-].[Na+].[OH-].[Na+]>>[Cl:11][C:12]1[CH:19]=[CH:18][C:15]([CH2:16][NH:10][C:8]2[CH:7]=[CH:6][C:5]3[N:1]=[CH:2][NH:3][C:4]=3[CH:9]=2)=[CH:14][CH:13]=1 |f:2.3,4.5|. Procedure: Alternatively the compound was synthesized starting from benzimidazol-5-amine (2.66 g; 20 mmol; 1 eq.), 4-chlorobenzaldehyde (3.09 g; 22 mmol; 1.1 eq.), NaBH4 (1.14 g; 30 mmol; 1.5 eq.) and 5 N NaOH (20 ml; 100 mmol; 5 eq.) according to method 2; Yield: 3.94 g (76.7%); MS m/z: 258.3/260.3 [M+H]+ Product: C(C1=CC=CC=C1)OC(=O)NC1(CCCCC1)C(=O)O (N-Benzyloxycarbonyl-1-amino-cyclohexanecarboxylic acid). Reported procedure: In a similar manner, using 1-amino-cyclobutanecarboxylic acid, 1-amino-cyclopentanecarboxylic acid, 1-amino-cycloheptane-carboxylic acid, 1-amino-cyclooctanecarboxylic acid, 1-amino-cyclononanecarboxylic acid, 1-amino-cyclodecanecarboxylic acid, 2-amino-2-methylpropionic acid, 2-amino-2-ethylbutyric acid, 2-amino-2-n-propylvaleric acid, 2-amino-2-isopropyl-3-methylbutyric acid, 2-amino-2-isobutyl-4-methylvaleric acid, 2-amino-2-n-butylhexanoic acid, 2-amino-2,2-biscyclopropylacetic acid, 2-amino... Reactants: NC1(CCC1)C(=O)O (1-amino-cyclobutanecarboxylic acid), NC(C(=O)O)(C(C)C)C(C)C (2-amino-2-isopropyl-3-methylbutyric acid), NC1(CCCCCCCC1)C(=O)O (1-amino-cyclononanecarboxylic acid), NC(C(=O)O)(CC1=CC=CC=C1)CC1=CC=CC=C1 (2-amino-2,2-bisbenzylacetic acid), NC(C(=O)O)(C1CC1)C1CC1 (2-amino-2,2-biscyclopropylacetic acid), NC(C(=O)O)(CC)CC (2-amino-2-ethylbutyric acid), NC(C(=O)O)(C1CCC1)C1CCC1 (2-amino-2,2-biscyclobutylacetic acid), NC(C(=O)O)(CCC)CCC (2-amino-2-n-propylvaleric acid), NC(C(=O)O)(C)C (2-amino-2-methylpropionic acid), NC1(CCCC1)C(=O)O (1-amino-cyclopentanecarboxylic acid), NC1(CCCCCCC1)C(=O)O (1-amino-cyclooctanecarboxylic acid), NC(C(=O)O)(CCCC)CCCC (2-amino-2-n-butylhexanoic acid), NC(C(=O)O)(CC(C)C)CC(C)C (2-amino-2-isobutyl-4-methylvaleric acid), NC1(CCCCCC1)C(=O)O (1-amino-cycloheptane-carboxylic acid), NC1(CCCCCCCCC1)C(=O)O (1-amino-cyclodecanecarboxylic acid). Reaction SMILES: [NH2:1][C:2]1([C:6]([OH:8])=[O:7])[CH2:5][CH2:4][CH2:3]1.N[C:10]1([C:15]([OH:17])=O)[CH2:14][CH2:13][CH2:12][CH2:11]1.NC1([C:26](O)=[O:27])CCCCCC1.N[C:30]1(C(O)=O)CCCCCC[CH2:31]1.N[C:42]1(C(O)=O)CCCCCCCC1.NC1(C(O)=O)CCCCCCCCC1.NC(C)(C)C(O)=O.NC(CC)(CC)C(O)=O.NC(CCC)(CCC)C(O)=O.NC(C(C)C)(C(C)C)C(O)=O.NC(CC(C)C)(CC(C)C)C(O)=O.NC(CCCC)(CCCC)C(O)=O.NC(C1CC1)(C1CC1)C(O)=O.NC(C1CCC1)(C1CCC1)C(O)=O.NC(CC1C=CC=CC=1)(CC1C=CC=CC=1)C(O)=O>>[CH2:15]([O:17][C:26]([NH:1][C:2]1([C:6]([OH:8])=[O:7])[CH2:5][CH2:4][CH2:3][CH2:31][CH2:30]1)=[O:27])[C:10]1[CH:42]=[CH:11][CH:12]=[CH:13][CH:14]=1. Starting materials: [N+](=O)([O-])C=1C=C(NC(C2=CC=C(C=C2)OC)=O)C=CC1[N+](=O)[O-] (3,4-dinitro-N-(4-methoxybenzoyl)aniline), CN(C1=CC=C(C=O)C=C1)C (4-dimethylaminobenzaldehyde). The product is CN(C1=CC=C(C=C1)C1=NC2=C(N1)C=CC(=C2)NC(C2=CC=C(C=C2)OC)=O)C (N-(2-(4-(dimethylamino)phenyl)-1H-benzo[d]imidazol-5-yl)-4-methoxybenzamide). Reaction SMILES: [N+:1]([C:4]1[CH:5]=[C:6]([CH:18]=[CH:19][C:20]=1[N+:21]([O-])=O)[NH:7][C:8](=[O:17])[C:9]1[CH:14]=[CH:13][C:12]([O:15][CH3:16])=[CH:11][CH:10]=1)([O-])=O.[CH3:24][N:25]([CH3:34])[C:26]1[CH:33]=[CH:32][C:29]([CH:30]=O)=[CH:28][CH:27]=1>>[CH3:24][N:25]([CH3:34])[C:26]1[CH:33]=[CH:32][C:29]([C:30]2[NH:21][C:20]3[CH:19]=[CH:18][C:6]([NH:7][C:8](=[O:17])[C:9]4[CH:14]=[CH:13][C:12]([O:15][CH3:16])=[CH:11][CH:10]=4)=[CH:5][C:4]=3[N:1]=2)=[CH:28][CH:27]=1. Procedure: Compound 208 was prepared according to the procedure similar to that described in Scheme III from 3,4-dinitro-N-(4-methoxybenzoyl)aniline and 4-dimethylaminobenzaldehyde. 1H NMR (500 MHz, DMSO-d6) δ 10.41 (s, 1H), 8.39 (d, J=1.5 Hz, 1H), 8.08 (d, J=9.5 Hz, 2H), 8.01 (d, J=7 Hz, 2H), 7.79 (dd, J=2, 9 Hz, 1H), 7.67 (d, J=9 Hz, 1H), 7.09 (d, J=9 Hz, 2H), 6.96 (d, J=9 Hz, 2H), 3.82 (s, 3H), 3.08 (s, 6H). The reactants are resultant residue, NC1=C(C(=O)NCCC=2NC=CN2)C=CC=C1 (2-amino-N-[2-(1H-imidazol-2-yl)ethyl]benzamide), C(C)(C)(C)C1=CC=C(C(=O)Cl)C=C1 (p-tert-butylbenzoyl chloride), resultant residue. Solvent: C(C)(=O)OCC (ethyl acetate), CO (methanol), CO (methanol). The product is N1C(=NC=C1)CCNC(C1=C(C=CC=C1)NC(C1=CC=C(C=C1)C(C)(C)C)=O)=O (N-[2-(1H-Imidazol-2-yl)ethyl]-2-[[4-(1,1-dimethylethyl)-benzoyl]amino]benzamide). Yield: 64.5%. As a reaction SMILES: [NH2:1][C:2]1[CH:17]=[CH:16][CH:15]=[CH:14][C:3]=1[C:4]([NH:6][CH2:7][CH2:8][C:9]1[NH:10][CH:11]=[CH:12][N:13]=1)=[O:5].[C:18]([C:22]1[CH:30]=[CH:29][C:25]([C:26](Cl)=[O:27])=[CH:24][CH:23]=1)([CH3:21])([CH3:20])[CH3:19]>CO.C(OCC)(=O)C>[NH:13]1[CH:12]=[CH:11][N:10]=[C:9]1[CH2:8][CH2:7][NH:6][C:4](=[O:5])[C:3]1[CH:14]=[CH:15][CH:16]=[CH:17][C:2]=1[NH:1][C:26](=[O:27])[C:25]1[CH:29]=[CH:30][C:22]([C:18]([CH3:20])([CH3:19])[CH3:21])=[CH:23][CH:24]=1. Reported procedure: The titled compound was prepared substantially in accordance with the method detailed in Example 6B using 1.50 g (0.00651 mol) of 2-amino-N-[2-(1H-imidazol-2-yl)ethyl]benzamide, prepared as in Example 6A, and 2.61 g (0.01302 mol) of p-tert-butylbenzoyl chloride, with the exception that after reducing the initial reaction mixture to dryness, the resultant residue was dissolved in methanol and heated at reflux for 30 minutes. The methanol solution was then reduced to dryness under reduced pressure... The product is CC1CCCN1CCc1coc(-c2ccc(-c3ccc(S(C)(=O)=O)cc3)cc2)n1. The reactants are CS(=O)(=O)c1ccc(-c2ccc(-c3nc(CCO)co3)cc2)cc1, CC1CCCN1, Cl. Reaction SMILES: [CH3:1][S:2](=[O:3])(=[O:4])[c:5]1[cH:6][cH:7][c:8](-[c:11]2[cH:12][cH:13][c:14](-[c:17]3[o:18][cH:19][c:20]([CH2:22][CH2:23][OH:24])[n:21]3)[cH:15][cH:16]2)[cH:9][cH:10]1.[CH3:26][CH:27]1[NH:28][CH2:29][CH2:30][CH2:31]1.[ClH:25]>>[CH3:1][S:2](=[O:3])(=[O:4])[c:5]1[cH:6][cH:7][c:8](-[c:11]2[cH:12][cH:13][c:14](-[c:17]3[o:18][cH:19][c:20]([CH2:22][CH2:23][N:28]4[CH:27]([CH3:26])[CH2:31][CH2:30][CH2:29]4)[n:21]3)[cH:15][cH:16]2)[cH:9][cH:10]1.